This data is from the Open Reaction Database (ORD), a public repository of structured organic reaction records. The task is: describe an organic reaction: reactants, conditions, products, and yield The reactants are O1COC2=C1C=CC(=C2)C(=O)OC (methyl 1,3-benzodioxole-5-carboxylate), [N+](=O)(O)[O-] (nitric acid). Run in ice water. Reaction conditions: time 15 minute. Yields the product [N+](=O)([O-])C=1C(=CC2=C(OCO2)C1)C(=O)OC (methyl 6-nitro-1,3-benzodioxole-5-carboxylate). RXN SMILES: [O:1]1[C:5]2[CH:6]=[CH:7][C:8]([C:10]([O:12][CH3:13])=[O:11])=[CH:9][C:4]=2[O:3][CH2:2]1.[N+:14]([O-])([OH:16])=[O:15]>>[N+:14]([C:7]1[C:8]([C:10]([O:12][CH3:13])=[O:11])=[CH:9][C:4]2[O:3][CH2:2][O:1][C:5]=2[CH:6]=1)([O-:16])=[O:15]. Reported procedure: A mixture of methyl 1,3-benzodioxole-5-carboxylate (9.3 g, 51 mmol) acetic acid (25 mL) and fuming nitric acid (50 mL) was stirred approximately 15 minutes and then poured into ice-water (600 mL). The mixture was allowed to stand 1 hour in an ice-bath and the solids were collected, stirred with water and recollected to give methyl 6-nitro-1,3-benzodioxole-5-carboxylate. The reactants are CCO, CC(C)=O, CC(=O)O, Cc1cc(O)c([N+](=O)[O-])cc1Cl, [Fe], O. Product: Cc1cc(O)c(N)cc1Cl. Reaction SMILES: [CH2:1]([OH:2])[CH3:3].[CH3:22][C:23](=[O:24])[CH3:25].[CH3:5][C:6](=[O:7])[OH:8].[Cl:9][c:10]1[cH:11][c:12]([N+:18]([O-:19])=[O:20])[c:13]([OH:17])[cH:14][c:15]1[CH3:16].[Fe:21].[OH2:4]>>[Cl:9][c:10]1[cH:11][c:12]([NH2:18])[c:13]([OH:17])[cH:14][c:15]1[CH3:16]. Starting materials: CCOC(C)=O, CCN(C(C)C)C(C)C, COc1c(C)ccc2c(Cl)nc(Cl)nc12, [H][H], O. Product: COc1c(C)ccc2cnc(Cl)nc12. Reaction SMILES: [CH3:28][CH2:29][O:30][C:31]([CH3:32])=[O:33].[CH:16]([N:17]([CH2:18][CH3:19])[CH:20]([CH3:21])[CH3:22])([CH3:23])[CH3:24].[Cl:1][c:2]1[n:3][c:4]2[c:5]([O:14][CH3:15])[c:6]([CH3:13])[cH:7][cH:8][c:9]2[c:10]([Cl:12])[n:11]1.[H:25][H:26].[OH2:27]>>[Cl:1][c:2]1[n:3][c:4]2[c:5]([O:14][CH3:15])[c:6]([CH3:13])[cH:7][cH:8][c:9]2[cH:10][n:11]1. Reactants: C1(CCC1)COC1=NC(=C(C(=N1)S(=O)(=O)C)C1=CC=C(C=C1)Cl)C1=C(C=C(C=C1)Cl)Cl (2-Cyclobutylmethoxy-4-methylsulfonyl-5-(4-chlorophenyl)-6-(2,4-dichlorophenyl)pyrimidine), product, C(CCC)[Li] (n-butyl lithium), OC=1C=NC(=CC1)F (3-hydroxy-6-fluoro-pyridine). Yields the product C1(CCC1)COC1=NC(=C(C(=N1)OC=1C=NC(=CC1)F)C1=CC=C(C=C1)Cl)C1=C(C=C(C=C1)Cl)Cl (2-cyclobutylmethoxy-4-(6-fluoro-3-pyridyloxy)-5-(4-chlorophenyl)-6-(2,4-dichlorophenyl)pyrimidine). As a reaction SMILES: [CH:1]1([CH2:5][O:6][C:7]2[N:12]=[C:11](S(C)(=O)=O)[C:10]([C:17]3[CH:22]=[CH:21][C:20]([Cl:23])=[CH:19][CH:18]=3)=[C:9]([C:24]3[CH:29]=[CH:28][C:27]([Cl:30])=[CH:26][C:25]=3[Cl:31])[N:8]=2)[CH2:4][CH2:3][CH2:2]1.C([Li])CCC.[OH:37][C:38]1[CH:39]=[N:40][C:41]([F:44])=[CH:42][CH:43]=1>>[CH:1]1([CH2:5][O:6][C:7]2[N:12]=[C:11]([O:37][C:38]3[CH:39]=[N:40][C:41]([F:44])=[CH:42][CH:43]=3)[C:10]([C:17]3[CH:22]=[CH:21][C:20]([Cl:23])=[CH:19][CH:18]=3)=[C:9]([C:24]3[CH:29]=[CH:28][C:27]([Cl:30])=[CH:26][C:25]=3[Cl:31])[N:8]=2)[CH2:4][CH2:3][CH2:2]1. Procedure details: 2-Cyclobutylmethoxy-4-methylsulfonyl-5-(4-chlorophenyl)-6-(2,4-dichlorophenyl)pyrimidine (the MRf product from Example 83), (30 mg, 0.06 mmol) was reacted with 2 equivalents each of n-butyl lithium and 3-hydroxy-6-fluoro-pyridine according to the procedure described in Reference Examples 6 and 7 to afford 2-cyclobutylmethoxy-4-(6-fluoro-3-pyridyloxy)-5-(4-chlorophenyl)-6-(2,4-dichlorophenyl)pyrimidine: HPLC/MS: m/e=530 (M++1); Rt=5.01 min. 1H-NMR 400 MHz (CDCl3): δ 1.80-1.98 (m, 4H), 2.10-2.11(m... Reported procedure: A solution of (E)-3-{4-[5-(cyclopropyl-methyl-amino)-4-methoxy-8,8-dimethyl-5,6,7,8-tetrahydro-naphthalen-2-ylethynyl]-cyclohexa-2,4-dienyl}-2-methyl-acrylic acid methyl ester (Intermediate 87, 0.12 g, 0.25 mmol) in methanol (3 mL) and tetrahydrofuran (2 mL) was treated with a 3M solution of potassium hydroxide (1 mL, 3 mmol) and the resulting reaction mixture was stirred at ambient temperature overnight. The reaction mixture was neutralized with 5% aqueous hydrochloric acid and extracted with e... The yield is 49.4%. Solvent: CO (methanol), O1CCCC1 (tetrahydrofuran). The product is C1(CC1)N(C1C=2C(=CC(=CC2C(CC1)(C)C)C#CC=1C=CC(CC1)/C=C(/C(=O)O)\C)OC)C ((E)-3-{4-[5-(Cyclopropyl-methyl-amino)-4-methoxy-8,8-dimethyl-5,6,7,8-tetrahydro-naphthalen-2-ylethynyl]-cyclohexa-2,4-dienyl}-2-methyl-acrylic acid). As a reaction SMILES: C[O:2][C:3](=[O:34])/[C:4](/[CH3:33])=[CH:5]/[CH:6]1[CH2:11][CH:10]=[C:9]([C:12]#[C:13][C:14]2[CH:23]=[C:22]([O:24][CH3:25])[C:21]3[CH:20]([N:26]([CH:28]4[CH2:30][CH2:29]4)[CH3:27])[CH2:19][CH2:18][C:17]([CH3:32])([CH3:31])[C:16]=3[CH:15]=2)[CH:8]=[CH:7]1.C(OC(=O)/C(/C)=C/C1CC=C(C#CC2C=C(OC)C3C(N(C4CC4)C)CCC(C)(C)C=3C=2)C=C1)C.[OH-].[K+].Cl>CO.O1CCCC1>[CH:28]1([N:26]([CH3:27])[CH:20]2[CH2:19][CH2:18][C:17]([CH3:32])([CH3:31])[C:16]3[CH:15]=[C:14]([C:13]#[C:12][C:9]4[CH:8]=[CH:7][CH:6](/[CH:5]=[C:4](\[CH3:33])/[C:3]([OH:34])=[O:2])[CH2:11][CH:10]=4)[CH:23]=[C:22]([O:24][CH3:25])[C:21]2=3)[CH2:30][CH2:29]1 |f:2.3|. Conditions: time 8 hour. Reactants: COC(\C(=C\C1C=CC(=CC1)C#CC1=CC=2C(CCC(C2C(=C1)OC)N(C)C1CC1)(C)C)\C)=O ((E)-3-{4-[5-(cyclopropyl-methyl-amino)-4-methoxy-8,8-dimethyl-5,6,7,8-tetrahydro-naphthalen-2-ylethynyl]-cyclohexa-2,4-dienyl}-2-methyl-acrylic acid methyl ester), C(C)OC(\C(=C\C1C=CC(=CC1)C#CC1=CC=2C(CCC(C2C(=C1)OC)N(C)C1CC1)(C)C)\C)=O ((E)-3-{4-[5-(Cyclopropyl-methyl-amino)-4-methoxy-8,8-dimethyl-5,6,7,8-tetrahydro-naphthalen-2-ylethynyl]-cyclohexa-2,4-dienyl}-2-methyl-acrylic acid ethyl ester), solution, [OH-].[K+] (potassium hydroxide), Cl (hydrochloric acid). The reactants are CC(=O)OC(C)=O, CC(=O)O, CN(C)c1ccncc1, ClCCl, O=[N+]([O-])CC(O)c1cc(F)cc(F)c1. The product is O=[N+]([O-])C=Cc1cc(F)cc(F)c1. As a reaction SMILES: [CH3:1][C:2]([O:3][C:4](=[O:5])[CH3:6])=[O:7].[CH3:22][C:23](=[O:24])[OH:25].[CH3:26][N:27]([CH3:28])[c:29]1[cH:30][cH:31][n:32][cH:33][cH:34]1.[Cl:35][CH2:36][Cl:37].[F:8][c:9]1[cH:10][c:11]([CH:16]([CH2:17][N+:18](=[O:19])[O-:20])[OH:21])[cH:12][c:13]([F:15])[cH:14]1>>[F:8][c:9]1[cH:10][c:11]([CH:16]=[CH:17][N+:18](=[O:19])[O-:20])[cH:12][c:13]([F:15])[cH:14]1.